describe an organic reaction: reactants, conditions, products, and yield From a dataset of the Open Reaction Database (ORD), a public repository of structured organic reaction records. Yields the product CC1=C2CCC(C2=CC=C1)=O (2,3-Dihydro-4-methyl-1H-inden-1-one). Yield: 54.2%. Run in ice, C(Cl)Cl (methylene chloride). Reaction SMILES: [CH3:1][C:2]1[CH:7]=[CH:6][CH:5]=[CH:4][C:3]=1[CH2:8][CH2:9][C:10]([OH:12])=O>C(Cl)Cl>[CH3:1][C:2]1[CH:7]=[CH:6][CH:5]=[C:4]2[C:3]=1[CH2:8][CH2:9][C:10]2=[O:12]. The reactants are CC1=C(C=CC=C1)CCC(=O)O (2-methylbenzenepropanoic acid), polyphosphoric acid. Procedure: A solution of 12.0 g (73.2 mmol) of 2-methylbenzenepropanoic acid in 125 ml of methylene chloride was added portion-wise to 500 g of polyphosphoric acid. The mixture was heated for six hours on the steam bath and the resulting orange solution was diluted with 1.5 l of ice. The solid was collected, washed with water, and air dried to give 7.2 g crude material. Recrystallization from ethanol/water gave 5.8 g of the desired product; mp 94°-97°. Extraction of the original diluted reaction mixture wi... Yields the product NN1C(=NN=C1N)CC1=CC=C(C=C1)O (4-(4,5-Diamino-4H-[1,2,4]triazol-3-ylmethyl)-phenol). Starting materials: NC1=NN=C(O1)CC1=CC=C(C=C1)O (4-(5-amino-[1,3,4]oxadiazol-2-ylmethyl)-phenol), NN (hydrazine). Procedure details: A mixture of 4-(5-amino-[1,3,4]oxadiazol-2-ylmethyl)-phenol 4.902 g (25.64 mmol), water 40 mL and anhydrous hydrazine 13 mL was refluxed on an oil bath (190° C.) for 18 hours. The mixture was cooled, allowed to crystallize at room temperature for 2 hours, then placed into a freezer (−20° C.) overnight (16 hrs). The precipitated product was collected by filtration, washed with chilled MeOH (−15° C.) and dried on high vacuum. The crude product was re-crystallized from water (80 mL, reflux to +4° C... RXN SMILES: [NH2:1][C:2]1O[C:5]([CH2:7][C:8]2[CH:13]=[CH:12][C:11]([OH:14])=[CH:10][CH:9]=2)=[N:4][N:3]=1.[NH2:15][NH2:16]>O>[NH2:15][N:16]1[C:2]([NH2:1])=[N:3][N:4]=[C:5]1[CH2:7][C:8]1[CH:9]=[CH:10][C:11]([OH:14])=[CH:12][CH:13]=1. The solvent is O (water). Conditions: temperature 190 celsius. Starting materials: [Na].FC(CO)(F)F (2,2,2-trifluoroethanol sodium salt), [H-].[Na+] (Sodium hydride), FC(CO)(F)F (2,2,2-trifluoroethanol), [H][H] (hydrogen), ClC1=NC=C(C=C1)CN1C(NCC1)=N[N+](=O)[O-] (1-(2-chloro-5-pyridylmethyl)-2-(nitroimino)imidazolidine). Reagents/catalysts: CN(C1=CC=NC=C1)C (4-dimethylaminopyridine). Solvent: C1(=CC=CC=C1)C (toluene). Conditions: temperature 80 celsius. The product is FC(COC1=NC=C(C=C1)CN1C(NCC1)=N[N+](=O)[O-])(F)F (1-[2-(2,2,2-trifluoroethoxy)-5-pyridylmethyl]-2-(nitroimino)imidazolidine). Yield: 23.6%. RXN SMILES: [H-].[Na+].[F:3][C:4]([F:8])([F:7])[CH2:5][OH:6].[H][H].[Na].FC(F)(F)CO.Cl[C:19]1[CH:24]=[CH:23][C:22]([CH2:25][N:26]2[CH2:30][CH2:29][NH:28][C:27]2=[N:31][N+:32]([O-:34])=[O:33])=[CH:21][N:20]=1>C1(C)C=CC=CC=1.CN(C)C1C=CN=CC=1>[F:3][C:4]([F:8])([F:7])[CH2:5][O:6][C:19]1[CH:24]=[CH:23][C:22]([CH2:25][N:26]2[CH2:30][CH2:29][NH:28][C:27]2=[N:31][N+:32]([O-:34])=[O:33])=[CH:21][N:20]=1 |f:0.1,4.5,^1:10|. Procedure: Sodium hydride (0.48 g) was added to a solution of 2,2,2-trifluoroethanol (2.4 g) in toluene (30 ml) was added, and the mixture was stirred until the generation of hydrogen ceased. As a result, 2,2,2-trifluoroethanol sodium salt was prepared. To the product were added 1-(2-chloro-5-pyridylmethyl)-2-(nitroimino)imidazolidine (5.1 g) synthesized by the method of Example 3 and a catalytic amount of 4-dimethylaminopyridine. The mixture was heated at 80° C. for 10 hours with stirring. After cooling t... The reactants are Br, CC(=O)O, CCOC(=O)C(CCc1ccccc1)NC(Cc1ccccc1)C(=O)NCCc1scnc1C(=O)OCc1ccccc1. Product: CCOC(=O)C(CCc1ccccc1)NC(Cc1ccccc1)C(=O)NCCc1scnc1C(=O)O. Reaction SMILES: [BrH:48].[C:44]([OH:45])(=[O:46])[CH3:47].[CH2:1]([c:2]1[cH:3][cH:4][cH:5][cH:6][cH:7]1)[O:8][C:9](=[O:10])[c:11]1[n:12][cH:13][s:14][c:15]1[CH2:16][CH2:17][NH:18][C:19]([CH:20]([NH:21][CH:22]([CH2:23][CH2:24][c:25]1[cH:26][cH:27][cH:28][cH:29][cH:30]1)[C:31](=[O:32])[O:33][CH2:34][CH3:35])[CH2:36][c:37]1[cH:38][cH:39][cH:40][cH:41][cH:42]1)=[O:43]>>[O:8]=[C:9]([OH:10])[c:11]1[n:12][cH:13][s:14][c:15]1[CH2:16][CH2:17][NH:18][C:19]([CH:20]([NH:21][CH:22]([CH2:23][CH2:24][c:25]1[cH:26][cH:27][cH:28][cH:29][cH:30]1)[C:31](=[O:32])[O:33][CH2:34][CH3:35])[CH2:36][c:37]1[cH:38][cH:39][cH:40][cH:41][cH:42]1)=[O:43]. Starting materials: O=C1CCC(=O)N1Br, CC(=O)O, CCOC(=O)Cc1c[nH]c2cccc([N+](=O)[O-])c12. The product is CCOC(=O)Cc1c(Br)[nH]c2cccc([N+](=O)[O-])c12. As a reaction SMILES: [Br:19][N:20]1[C:21](=[O:22])[CH2:23][CH2:24][C:25]1=[O:26].[C:27]([OH:28])(=[O:29])[CH3:30].[N+:1](=[O:2])([O-:3])[c:4]1[c:5]2[c:6]([CH2:13][C:14](=[O:15])[O:16][CH2:17][CH3:18])[cH:7][nH:8][c:9]2[cH:10][cH:11][cH:12]1>>[N+:1](=[O:2])([O-:3])[c:4]1[c:5]2[c:6]([CH2:13][C:14](=[O:15])[O:16][CH2:17][CH3:18])[c:7]([Br:19])[nH:8][c:9]2[cH:10][cH:11][cH:12]1.